This data is from the Open Reaction Database (ORD), a public repository of structured organic reaction records. The task is: describe an organic reaction: reactants, conditions, products, and yield Starting materials: COC(N[C@H](C(=O)N1CC2(OCCO2)C[C@H]1C=1NC(=CN1)C1=CC=C(C=C1)C1=CC2=CC=C(C=C2C=C1)C1=CN=C(N1)[C@H]1N(CCC1)C([C@@H](C1=CC=CC=C1)NC(=O)OC)=O)C(C)C)=O ((S)-1-((S)-8-(5-(4-(6-(2-((S)-1-((R)-2-(methoxycarbonylamino)-2-phenylacetyl)pyrrolidin-2-yl)-1H-imidazol-5-yl)naphthalen-2-yl)phenyl)-1H-imidazol-2-yl)-1,4-dioxa-7-azaspiro[4.4]nonan-7-yl)-3-methyl-1-oxobutan-2-ylcarbamic acid methyl ester), Cl.Cl.Cl.FC1(C2=CC(=CC=C2C=2C=CC(=CC12)C=1C=CC2=C(NC(=N2)[C@H]2N(CCC2)C([C@H](C(C)C)NC(OC)=O)=O)C1)C1=CN=C(N1)[C@H]1NCCC1)F (methyl (S)-1-((S)-2-(6-(9,9-difluoro-7-(2-((S)-pyrrolidin-2-yl)-1H-imidazol-5-yl)-9H-fluoren-2-yl)-1H-benzo[d]imidazol-2-yl)pyrrolidin-1-yl)-3-methyl-1-oxobutan-2-ylcarbamate 3HCl salt). The product is COC(N[C@H](C(=O)N1[C@@H](CCC1)C1=NC2=C(N1)C=C(C=C2)C2=CC=1C(C3=CC(=CC=C3C1C=C2)C2=CN=C(N2)[C@H]2N(CCC2)C([C@@H](C2=CC=CC=C2)NC(=O)OC)=O)(F)F)C(C)C)=O ((S)-1-((S)-2-(6-(9,9-difluoro-7-(2-((S)-1-((R)-2-(methoxycarbonylamino)-2-phenylacetyl)pyrrolidin-2-yl)-1H-imidazol-5-yl)-9H-fluoren-2-yl)-1H-benzo[d]imidazol-2-yl)pyrrolidin-1-yl)-3-methyl-1-oxobutan-2-ylcarbamic acid methyl ester). Reaction SMILES: COC(=O)N[C@@H](C(C)C)C(N1[C@H](C2NC(C3C=CC(C4C=CC5C(=CC=C(C6NC([C@@H]7CCCN7[C:48](=[O:61])[C@H:49]([NH:56][C:57]([O:59][CH3:60])=[O:58])[C:50]7[CH:55]=[CH:54][CH:53]=[CH:52][CH:51]=7)=NC=6)C=5)C=4)=CC=3)=CN=2)CC2(OCCO2)C1)=O.Cl.Cl.Cl.[F:69][C:70]1([F:118])[C:82]2[CH:81]=[C:80]([C:83]3[CH:84]=[CH:85][C:86]4[N:90]=[C:89]([C@@H:91]5[CH2:95][CH2:94][CH2:93][N:92]5[C:96](=[O:106])[C@@H:97]([NH:101][C:102](=[O:105])[O:103][CH3:104])[CH:98]([CH3:100])[CH3:99])[NH:88][C:87]=4[CH:107]=3)[CH:79]=[CH:78][C:77]=2[C:76]2[C:71]1=[CH:72][C:73]([C:108]1[NH:112][C:111]([C@@H:113]3[CH2:117][CH2:116][CH2:115][NH:114]3)=[N:110][CH:109]=1)=[CH:74][CH:75]=2>>[CH3:104][O:103][C:102](=[O:105])[NH:101][C@@H:97]([CH:98]([CH3:100])[CH3:99])[C:96]([N:92]1[CH2:93][CH2:94][CH2:95][C@H:91]1[C:89]1[NH:88][C:87]2[CH:107]=[C:83]([C:80]3[CH:79]=[CH:78][C:77]4[C:76]5[C:71](=[CH:72][C:73]([C:108]6[NH:112][C:111]([C@@H:113]7[CH2:117][CH2:116][CH2:115][N:114]7[C:48](=[O:61])[C@H:49]([NH:56][C:57]([O:59][CH3:60])=[O:58])[C:50]7[CH:55]=[CH:54][CH:53]=[CH:52][CH:51]=7)=[N:110][CH:109]=6)=[CH:74][CH:75]=5)[C:70]([F:69])([F:118])[C:82]=4[CH:81]=3)[CH:84]=[CH:85][C:86]=2[N:90]=1)=[O:106] |f:1.2.3.4|. Procedure details: The title compound was prepared according to the method employed to prepare (S)-1-((S)-8-(5-(4-(6-(2-((S)-1-((R)-2-(methoxycarbonylamino)-2-phenylacetyl)pyrrolidin-2-yl)-1H-imidazol-5-yl)naphthalen-2-yl)phenyl)-1H-imidazol-2-yl)-1,4-dioxa-7-azaspiro[4.4]nonan-7-yl)-3-methyl-1-oxobutan-2-ylcarbamic acid methyl ester, except that methyl (S)-1-((S)-2-(6-(9,9-difluoro-7-(2-((S)-pyrrolidin-2-yl)-1H-imidazol-5-yl)-9H-fluoren-2-yl)-1H-benzo[d]imidazol-2-yl)pyrrolidin-1-yl)-3-methyl-1-oxobutan-2-ylcarba...